From a dataset of the Open Reaction Database (ORD), a public repository of structured organic reaction records. describe an organic reaction: reactants, conditions, products, and yield Reactants: O[C@@H]1C([C@@H](C1)NC1=NC(=NC=C1C#N)S(=O)(=O)C)(C)C (4-(((1R,3S)-3-hydroxy-2,2-dimethylcyclobutyl)amino)-2-(methylsulfonyl)pyrimidine-5-carbonitrile), NCCC1=CC(=C(C#N)C=C1)OC(F)(F)F (4-(2-aminoethyl)-2-(trifluoromethoxy)benzonitrile), CCN(C(C)C)C(C)C (DIEA). Solvent: C1CCOC1 (THF). Run at temperature 100 celsius, time 1.5 hour. The product is C(#N)C1=C(C=C(CCNC2=NC=C(C(=N2)N[C@H]2C([C@H](C2)O)(C)C)C#N)C=C1)OC(F)(F)F (2-((4-Cyano-3-(trifluoromethoxy)phenethyl)amino)-4-(((1R,3S)-3-hydroxy-2,2-dimethylcyclobutyl)amino)pyrimidine-5-carbonitrile). Isolated yield 29.5%. RXN SMILES: [OH:1][C@H:2]1[CH2:5][C@@H:4]([NH:6][C:7]2[C:12]([C:13]#[N:14])=[CH:11][N:10]=[C:9](S(C)(=O)=O)[N:8]=2)[C:3]1([CH3:20])[CH3:19].[NH2:21][CH2:22][CH2:23][C:24]1[CH:31]=[CH:30][C:27]([C:28]#[N:29])=[C:26]([O:32][C:33]([F:36])([F:35])[F:34])[CH:25]=1.CCN(C(C)C)C(C)C>C1COCC1>[C:28]([C:27]1[CH:30]=[CH:31][C:24]([CH2:23][CH2:22][NH:21][C:9]2[N:8]=[C:7]([NH:6][C@@H:4]3[CH2:5][C@H:2]([OH:1])[C:3]3([CH3:20])[CH3:19])[C:12]([C:13]#[N:14])=[CH:11][N:10]=2)=[CH:25][C:26]=1[O:32][C:33]([F:34])([F:35])[F:36])#[N:29]. Procedure details: A mixture of 4-(((1R,3S)-3-hydroxy-2,2-dimethylcyclobutyl)amino)-2-(methylsulfonyl)pyrimidine-5-carbonitrile (80 mg, 0.27 mmol), 4-(2-aminoethyl)-2-(trifluoromethoxy)benzonitrile (60 mg, crude)) and DIEA (105 mg, 0.81 mmol) in THF (2 mL) was stirred at 100° C. in a microwave reactor for 1.5 h. After cooling to room temperature, the reaction mixture was concentrated and the residue purified by standard methods to afford the title compound (34.4 mg, 0.077 mmol, 40% yield, over two steps). 1H NMR (... The reactants are C1(=CC=CC=C1)[C@@H](C)N ((R)-1-phenylethanamine), ClC=1C=C(C(=O)O)C=CC1OC (3-chloro-4-methoxy benzoic acid). Yields the product ClC=1C=C(C(=O)N[C@H](C)C2=CC=CC=C2)C=CC1OC ((R)-3-chloro-4-methoxy-N-(1-phenylethyl)benzamide). As a reaction SMILES: [C:1]1([C@H:7]([NH2:9])[CH3:8])[CH:6]=[CH:5][CH:4]=[CH:3][CH:2]=1.[Cl:10][C:11]1[CH:12]=[C:13]([CH:17]=[CH:18][C:19]=1[O:20][CH3:21])[C:14](O)=[O:15]>>[Cl:10][C:11]1[CH:12]=[C:13]([CH:17]=[CH:18][C:19]=1[O:20][CH3:21])[C:14]([NH:9][C@@H:7]([C:1]1[CH:6]=[CH:5][CH:4]=[CH:3][CH:2]=1)[CH3:8])=[O:15]. Procedure details: Prepare in a similar manner to example 4 using (R)-1-phenylethanamine and 3-chloro-4-methoxy benzoic acid. MS (M+H, 290.0). Reactants: C(=O)(C(F)(F)F)O (TFA), C(=O)C1=C(C=C(C=C1OCOC)C(F)(F)F)C=1C=CC(=NC1)C(=O)NCCC(=O)OCC (ethyl 3-(5-(2-formyl-3-(methoxymethoxy)-5-(trifluoromethyl)phenyl)picolinamido)propanoate). The solvent is C(Cl)Cl (DCM). Yields the product C(=O)C1=C(C=C(C=C1O)C(F)(F)F)C=1C=CC(=NC1)C(=O)NCCC(=O)OCC (Ethyl 3-(5-(2-formyl-3-hydroxy-5-(trifluoromethyl)phenyl)picolinamido)propanoate). RXN SMILES: C(O)(C(F)(F)F)=O.[CH:8]([C:10]1[C:15]([O:16]COC)=[CH:14][C:13]([C:20]([F:23])([F:22])[F:21])=[CH:12][C:11]=1[C:24]1[CH:25]=[CH:26][C:27]([C:30]([NH:32][CH2:33][CH2:34][C:35]([O:37][CH2:38][CH3:39])=[O:36])=[O:31])=[N:28][CH:29]=1)=[O:9]>C(Cl)Cl>[CH:8]([C:10]1[C:15]([OH:16])=[CH:14][C:13]([C:20]([F:21])([F:22])[F:23])=[CH:12][C:11]=1[C:24]1[CH:25]=[CH:26][C:27]([C:30]([NH:32][CH2:33][CH2:34][C:35]([O:37][CH2:38][CH3:39])=[O:36])=[O:31])=[N:28][CH:29]=1)=[O:9]. Reported procedure: Neat TFA (1 mL) was added to a DCM solution (3 mL) of ethyl 3-(5-(2-formyl-3-(methoxymethoxy)-5-(trifluoromethyl)phenyl)picolinamido)propanoate (121 mg, 0.27 mmol) and the resulting mixture was stirred at room temperature. After 1 h the resulting mixture was concentrated to yield the title compound, which was used in the next step without further purification. Starting materials: C(C)(=O)OC(C)=O (acetic anhydride), NCC1(NCC(C(C1O)O)O)CO (2-aminomethyl-2-hydroxymethyl-3,4,5-trihydroxy-piperidine). The solvent is CO.O (methanol water). Run at temperature 0 celsius, time 18 hour. The product is C(C)(=O)NCC1(NCC(C(C1O)O)O)CO (2-Acetylaminomethyl-2-hydroxymethyl-3,4,5-trihydroxypiperidine). RXN SMILES: [C:1](OC(=O)C)(=[O:3])[CH3:2].[NH2:8][CH2:9][C:10]1([CH2:19][OH:20])[CH:15]([OH:16])[CH:14]([OH:17])[CH:13]([OH:18])[CH2:12][NH:11]1>CO.O>[C:1]([NH:8][CH2:9][C:10]1([CH2:19][OH:20])[CH:15]([OH:16])[CH:14]([OH:17])[CH:13]([OH:18])[CH2:12][NH:11]1)(=[O:3])[CH3:2] |f:2.3|. Procedure: 5.1 ml of acetic anhydride are added to a solution of 6.5 g of crude 2-aminomethyl-2-hydroxymethyl-3,4,5-trihydroxy-piperidine in 65 ml of methanol/water (1:1) at 0° C. The mixture is stirred at 0° C. for 30 minutes and at room temperature for 18 hours. The solution is concentrated in vacuo, the residue is dissolved in a little water and, to remove the acetic acid formed, the solution is filtered through an anion exchanger in the OH⃝ form and the column is washed with water. The filtrate is conc... Reactants: C(C)(=O)O.N1CCCCC1 (piperidine acetate), N\C(=C/C(=O)OCCN(C)CC1=CC=CC=C1)\C (2-(N-benzyl-N-methylamino)-ethyl 3-aminocrotonate), C(C(=O)C)P(OC(C)C)(OC(C)C)=O (diisopropyl acetonylphosphonate), [N+](=O)([O-])C=1C=C(C=O)C=CC1 (m-nitrobenzaldehyde). The solvent is C(C)(C)O (isopropanol). The product is CC=1NC(=C(C(C1C(=O)OCCN(C)CC1=CC=CC=C1)C1=CC(=CC=C1)[N+](=O)[O-])P(=O)(OC(C)C)OC(C)C)C (2-(N-benzyl-N-methylamino)-ethyl 2,6-dimethyl-4-(3-nitrophenyl)-5-diisopropoxyphosphinyl-1,4-dihydropyridine-3-carboxylate). The yield is 52.0%. Reaction SMILES: [CH2:1]([P:5](=[O:14])([O:10][CH:11]([CH3:13])[CH3:12])[O:6][CH:7]([CH3:9])[CH3:8])[C:2]([CH3:4])=O.[N+:15]([C:18]1[CH:19]=[C:20]([CH:23]=[CH:24][CH:25]=1)[CH:21]=O)([O-:17])=[O:16].C(O)(=O)C.N1CCCCC1.[NH2:36]/[C:37](/[CH3:53])=[CH:38]\[C:39]([O:41][CH2:42][CH2:43][N:44]([CH2:46][C:47]1[CH:52]=[CH:51][CH:50]=[CH:49][CH:48]=1)[CH3:45])=[O:40]>C(O)(C)C>[CH3:53][C:37]1[NH:36][C:2]([CH3:4])=[C:1]([P:5]([O:10][CH:11]([CH3:13])[CH3:12])([O:6][CH:7]([CH3:9])[CH3:8])=[O:14])[CH:21]([C:20]2[CH:23]=[CH:24][CH:25]=[C:18]([N+:15]([O-:17])=[O:16])[CH:19]=2)[C:38]=1[C:39]([O:41][CH2:42][CH2:43][N:44]([CH2:46][C:47]1[CH:48]=[CH:49][CH:50]=[CH:51][CH:52]=1)[CH3:45])=[O:40] |f:2.3|. Procedure details: A mixture of 2.22 grams of diisopropyl acetonylphosphonate and 1.51 grams of m-nitrobenzaldehyde was added to 10 ml of isopropanol, 300 mg of piperidine acetate was added thereto, and the mixture was heated to reflux for three hours with stirring. To this was added 2.48 grams of 2-(N-benzyl-N-methylamino)-ethyl 3-aminocrotonate and the mixture was heated to reflux for another five hours with stirring. The reaction mixture was concentrated, the residue was dissolved in ethyl acetate, the solution... Reactants: Cc1ccccc1, C=CC(C#Cc1ccccc1)CO, O=C1NC(=O)c2ccccc21, CCOC(=O)N=NC(=O)OCC, c1ccc(P(c2ccccc2)c2ccccc2)cc1. The product is C=CC(C#Cc1ccccc1)CN1C(=O)c2ccccc2C1=O. As a reaction SMILES: [CH3:56][c:57]1[cH:58][cH:59][cH:60][cH:61][cH:62]1.[CH:1](=[CH2:2])[CH:3]([CH2:4][OH:5])[C:6]#[C:7][c:8]1[cH:9][cH:10][cH:11][cH:12][cH:13]1.[O:14]=[C:15]1[NH:16][C:17](=[O:18])[c:19]2[cH:20][cH:21][cH:22][cH:23][c:24]21.[O:44]=[C:45]([O:46][CH2:47][CH3:48])[N:49]=[N:50][C:51]([O:52][CH2:53][CH3:54])=[O:55].[c:25]1([P:26]([c:27]2[cH:28][cH:29][cH:30][cH:31][cH:32]2)[c:33]2[cH:34][cH:35][cH:36][cH:37][cH:38]2)[cH:39][cH:40][cH:41][cH:42][cH:43]1>>[CH:1](=[CH2:2])[CH:3]([CH2:4][N:16]1[C:15](=[O:14])[c:24]2[c:19]([cH:20][cH:21][cH:22][cH:23]2)[C:17]1=[O:18])[C:6]#[C:7][c:8]1[cH:9][cH:10][cH:11][cH:12][cH:13]1. The reactants are O=C([O-])O, COS(=O)(=O)OC, CC#N, O, COC(=O)C(=NO)c1ccccc1O. The product is CON=C(C(=O)OC)c1ccccc1O. As a reaction SMILES: [C:15](=[O:16])([OH:17])[O-:18].[CH3:19][O:20][S:21]([O:22][CH3:23])(=[O:24])=[O:25].[CH3:27][C:28]#[N:29].[OH2:26].[OH:1][c:2]1[c:3]([C:8]([C:9](=[O:10])[O:11][CH3:12])=[N:13][OH:14])[cH:4][cH:5][cH:6][cH:7]1>>[OH:1][c:2]1[c:3]([C:8]([C:9](=[O:10])[O:11][CH3:12])=[N:13][O:14][CH3:15])[cH:4][cH:5][cH:6][cH:7]1. Procedure details: 10% Palladium on activated carbon (3.45 g, 3.29 mmol, 0.18 eq) is added at room temperature to a stirred solution of {1-[2-(4-benzyloxy-6-methoxy-[1,5]naphthyridin-3-yloxy)-ethyl]-piperidin-4-yl}-carbamic acid tert-butyl ester (9.3 g, 18.28 mmol, 1.0 eq) in methanol (100 mL). The mixture is hydrogenated for 7 hours, then filtered through decalite. Solvent is removed to afford {1-[2-(4-hydroxy-6-methoxy-[1,5]naphthyridin-3-yloxy)-ethyl]-piperidin-4-yl}-carbamic acid tert-butyl ester as an off-whi... Reagents/catalysts: [Pd] (Palladium on activated carbon). Yield: 92.8%. As a reaction SMILES: [C:1]([O:5][C:6](=[O:37])[NH:7][CH:8]1[CH2:13][CH2:12][N:11]([CH2:14][CH2:15][O:16][C:17]2[CH:18]=[N:19][C:20]3[C:25]([C:26]=2[O:27]CC2C=CC=CC=2)=[N:24][C:23]([O:35][CH3:36])=[CH:22][CH:21]=3)[CH2:10][CH2:9]1)([CH3:4])([CH3:3])[CH3:2]>[Pd].CO>[C:1]([O:5][C:6](=[O:37])[NH:7][CH:8]1[CH2:9][CH2:10][N:11]([CH2:14][CH2:15][O:16][C:17]2[CH:18]=[N:19][C:20]3[C:25]([C:26]=2[OH:27])=[N:24][C:23]([O:35][CH3:36])=[CH:22][CH:21]=3)[CH2:12][CH2:13]1)([CH3:4])([CH3:3])[CH3:2]. Product: C(C)(C)(C)OC(NC1CCN(CC1)CCOC=1C=NC2=CC=C(N=C2C1O)OC)=O ({1-[2-(4-hydroxy-6-methoxy-[1,5]naphthyridin-3-yloxy)-ethyl]-piperidin-4-yl}-carbamic acid tert-butyl ester). Solvent: CO (methanol). The reactants are C(C)(C)(C)OC(NC1CCN(CC1)CCOC=1C=NC2=CC=C(N=C2C1OCC1=CC=CC=C1)OC)=O ({1-[2-(4-benzyloxy-6-methoxy-[1,5]naphthyridin-3-yloxy)-ethyl]-piperidin-4-yl}-carbamic acid tert-butyl ester). Conditions: time 7 hour.